Dataset: the Open Reaction Database (ORD), a public repository of structured organic reaction records. Task: describe an organic reaction: reactants, conditions, products, and yield Reactants: NC1=C(C=CC=C1)S (2-aminothiophenol), BrC(C(=O)OC)CCBr (methyl 2,4-dibromobutyrate), O (water). Solvent: CN(C=O)C (dimethylformamide). Product: BrCCC1SC2=C(NC1=O)C=CC=C2 (2-(2-bromoethyl)-2H-1,4-benzothiazin-3(4H)-one). Reaction SMILES: [NH2:1][C:2]1[CH:7]=[CH:6][CH:5]=[CH:4][C:3]=1[SH:8].Br[CH:10]([CH2:15][CH2:16][Br:17])[C:11](OC)=[O:12].O>CN(C)C=O>[Br:17][CH2:16][CH2:15][CH:10]1[C:11](=[O:12])[NH:1][C:2]2[CH:7]=[CH:6][CH:5]=[CH:4][C:3]=2[S:8]1. Procedure: To a solution of 4.6 g of 2-aminothiophenol in 50 ml of dimethylformamide was added dropwise 9.55 g of methyl 2,4-dibromobutyrate with stirring at room temperature. After stirring one hour, the reaction mixture was poured into water to give crystals of 2-(2-bromoethyl)-2H-1,4-benzothiazin-3(4H)-one. The crystals were collected by filtration and washed with water, n-hexane and cold methanol. The yield was 6.32 g (63.3%). Recrystallization from ethyl acetate gave prisms, m.p. 151°-152° C. The reactants are C(C1=CC=CC=C1)OC(N[C@@H](CN1CCC(CC1)OC1=CC=C(C=C1)F)CNC(=O)OC(C)(C)C)=O ({(R)-1-(tert-butoxycarbonylamino-methyl)-2-[4-(4-fluoro-phenoxy)-piperidin-1-yl]-ethyl}-carbamic acid benzyl ester), C(=O)[O-].[NH4+] (ammonium formate). The reagents and catalysts are [Pd] (palladium on charcoal). Run in CO (methanol). Reaction conditions: time 1 hour. Product: C(C)(C)(C)OC(NC[C@H](CN1CCC(CC1)OC1=CC=C(C=C1)F)N)=O ({(R)-2-amino-3-[4-(4-fluoro-phenoxy)-piperidin-1-yl]-propyl}-carbamic acid tert-butyl ester). RXN SMILES: C(OC(=O)[NH:10][C@H:11]([CH2:27][NH:28][C:29]([O:31][C:32]([CH3:35])([CH3:34])[CH3:33])=[O:30])[CH2:12][N:13]1[CH2:18][CH2:17][CH:16]([O:19][C:20]2[CH:25]=[CH:24][C:23]([F:26])=[CH:22][CH:21]=2)[CH2:15][CH2:14]1)C1C=CC=CC=1.C([O-])=O.[NH4+]>CO.[Pd]>[C:32]([O:31][C:29](=[O:30])[NH:28][CH2:27][C@@H:11]([NH2:10])[CH2:12][N:13]1[CH2:14][CH2:15][CH:16]([O:19][C:20]2[CH:25]=[CH:24][C:23]([F:26])=[CH:22][CH:21]=2)[CH2:17][CH2:18]1)([CH3:35])([CH3:33])[CH3:34] |f:1.2|. Procedure details: A solution of {(R)-1-(tert-butoxycarbonylamino-methyl)-2-[4-(4-fluoro-phenoxy)-piperidin-1-yl]-ethyl}-carbamic acid benzyl ester (0.88 g, 1.77 mmol) and ammonium formate (0.33 g, 5.31 mmol) in methanol is treated with 10% palladium on charcoal (0.3 g). The reaction mixture is stirred at ambient temperature for 1 hour under nitrogen and then is filtered and evaporated. The residue is dissolved in ethylacetate and washed with saturated brine. The ethylacetate phase is dried over MgSO4 and evaporat... Reactants: ClC1=CC(=C(NC2=C(C3=C(S2)C=CC=C3)C(=O)OCC)C=C1Cl)[N+](=O)[O-] (ethyl 2-(4,5-dichloro-2-nitroanilino)benzo[b]thiophene-3-carboxylate), crude crystals, [Sn+2] (tin(II)), NC1=C(C2=C(S1)C=CC=C2)C(=O)OCC (ethyl 2-aminobenzo[b]thiophene-3-carboxylate), ClC1=C(C=C(C(=C1)Cl)Cl)[N+](=O)[O-] (2,4,5-trichloronitrobenzene), Cl (hydrochloric acid). Run in C(C)O (ethanol), CS(=O)C (dimethyl sulfoxide). The product is dihydrate, NC1=C(NC2=C(C3=C(S2)C=CC=C3)C(=O)OCC)C=C(C(=C1)Cl)Cl (ethyl 2-(2-amino4,5-dichloroanilino)benzo[b]thiophene-3-carboxylate). RXN SMILES: NC1SC2C=CC=CC=2C=1C(OCC)=O.ClC1C=C(Cl)C(Cl)=CC=1[N+]([O-])=O.[Cl:28][C:29]1[C:49]([Cl:50])=[CH:48][C:32]([NH:33][C:34]2[S:38][C:37]3[CH:39]=[CH:40][CH:41]=[CH:42][C:36]=3[C:35]=2[C:43]([O:45][CH2:46][CH3:47])=[O:44])=[C:31]([N+:51]([O-])=O)[CH:30]=1.Cl.[Sn+2]>C(O)C.CS(C)=O>[NH2:51][C:31]1[CH:30]=[C:29]([Cl:28])[C:49]([Cl:50])=[CH:48][C:32]=1[NH:33][C:34]1[S:38][C:37]2[CH:39]=[CH:40][CH:41]=[CH:42][C:36]=2[C:35]=1[C:43]([O:45][CH2:46][CH3:47])=[O:44]. Procedure details: In the same manner as in Starting Material Synthesis Example 4 and using ethyl 2-aminobenzo[b]thiophene-3-carboxylate (6.0 g), 2,4,5-trichloronitrobenzene (6.8 g) and dimethyl sulfoxide (70 ml), crude crystals (10.3 g) of ethyl 2-(4,5-dichloro-2-nitroanilino)benzo[b]thiophene-3-carboxylate were obtained. Without purification, in the same manner as in Starting Material Synthesis Example 21 and using ethanol (100 ml), 18% hydrochloric acid (100 ml) and tin(II) chlorihe.dihydrate (22.8 g), ethyl 2-... The reactants are BrC=1C=NC2=CC=CC=C2C1 (3-bromoquinoline), [Li]CCCC (n-BuLi), C(C)N(CCN1C(=O)C(=O)C2=C(C=CC=C12)Br)CC (1-(2-diethylaminoethyl)-4-bromoisatin), [NH4+].[Cl-] (NH4Cl). The solvent is CCOCC (Et2O), CCOCC (Et2O). Product: C(C)N(CCN1C(C(C2=C(C=CC=C12)Br)(C=1C=NC2=CC=CC=C2C1)O)=O)CC (1-(2-Diethylaminoethyl)-3-hydroxy-3-(3-quinolinyl)-4-bromooxindole). The yield is 4.7%. RXN SMILES: Br[C:2]1[CH:3]=[N:4][C:5]2[C:10]([CH:11]=1)=[CH:9][CH:8]=[CH:7][CH:6]=2.[Li]CCCC.[CH2:17]([N:19]([CH2:34][CH3:35])[CH2:20][CH2:21][N:22]1[C:32]2[C:27](=[C:28]([Br:33])[CH:29]=[CH:30][CH:31]=2)[C:25](=[O:26])[C:23]1=[O:24])[CH3:18].[NH4+].[Cl-]>CCOCC>[CH2:34]([N:19]([CH2:17][CH3:18])[CH2:20][CH2:21][N:22]1[C:32]2[C:27](=[C:28]([Br:33])[CH:29]=[CH:30][CH:31]=2)[C:25]([OH:26])([C:2]2[CH:3]=[N:4][C:5]3[C:10]([CH:11]=2)=[CH:9][CH:8]=[CH:7][CH:6]=3)[C:23]1=[O:24])[CH3:35] |f:3.4|. Reported procedure: To 3-bromoquinoline (56.3 mg, 1.1 eq) in anhydrous Et2O (1.0 mL) at −50° C. (internal temperature) and under a nitrogen atmosphere was added n-BuLi (0.18 mL, 1.1 eq, 1.53 M in hexanes). Stirring was continued for minutes and then to the resulting red/brown coloured precipitate was added 1-(2-diethylaminoethyl)-4-bromoisatin (80.0 mg, 2.46×10−4 mol) in anhydrous Et2O (2.0 mL) and the resulting dark blue coloured mixture was stirred for a further 8.5 hours at −50° C. Saturated aqueous NH4Cl (1.5 m... Starting materials: CC#N, CCN(C(C)C)C(C)C, O=C(c1cc(C(F)(F)F)cc(C(F)(F)F)c1)N1CCNCC1Cc1c[nH]c2ccccc12, ClCC=NOCCN1CCOCC1. Yields the product O=C(c1cc(C(F)(F)F)cc(C(F)(F)F)c1)N1CCN(CC=NOCCN2CCOCC2)CC1Cc1c[nH]c2ccccc12. Reaction SMILES: [CH3:55][C:56]#[N:57].[CH:46]([N:47]([CH:48]([CH3:49])[CH3:50])[CH2:51][CH3:52])([CH3:53])[CH3:54].[F:14][C:15]([c:16]1[cH:17][c:18]([C:19](=[O:20])[N:21]2[CH:22]([CH2:27][c:28]3[cH:29][nH:30][c:31]4[cH:32][cH:33][cH:34][cH:35][c:36]34)[CH2:23][NH:24][CH2:25][CH2:26]2)[cH:37][c:38]([C:40]([F:41])([F:42])[F:43])[cH:39]1)([F:44])[F:45].[O:1]1[CH2:2][CH2:3][N:4]([CH2:7][CH2:8][O:9][N:10]=[CH:11][CH2:12][Cl:13])[CH2:5][CH2:6]1>>[O:1]1[CH2:2][CH2:3][N:4]([CH2:7][CH2:8][O:9][N:10]=[CH:11][CH2:12][N:24]2[CH2:23][CH:22]([CH2:27][c:28]3[cH:29][nH:30][c:31]4[cH:32][cH:33][cH:34][cH:35][c:36]34)[N:21]([C:19]([c:18]3[cH:17][c:16]([C:15]([F:14])([F:44])[F:45])[cH:39][c:38]([C:40]([F:41])([F:42])[F:43])[cH:37]3)=[O:20])[CH2:26][CH2:25]2)[CH2:5][CH2:6]1. The reactants are C(=O)(C(F)(F)F)O (TFA), ClC1=C(N2N=C3C(=C2N=C1C)CN(C3)C(=O)C3=C(C=CC=C3)OC3CNCC3)C ((6-chloro-5,7-dimethyl-1H,3H-2,4,7a,8-tetraaza-cyclopenta[a]inden-2-yl)-[2-(pyrrolidin-3-yloxy)-phenyl]-methanone), C=O (formaldehyde), [BH4-].[Na+] (NaBH4). Run in C1CCOC1 (THF), CC(OCC)=O (EA). Conditions: time 18 hour. Product: ClC1=C(N2N=C3C(=C2N=C1C)CN(C3)C(=O)C3=C(C=CC=C3)OC3CN(CC3)C)C ((6-chloro-5,7-dimethyl-1H,3H-2,4,7a,8-tetraaza-cyclopenta[a]inden-2-yl)-[2-(1-methyl-pyrrolidin-3-yloxy)-phenyl]-methanone). The yield is 48.0%. Reaction SMILES: [Cl:1][C:2]1[C:10]([CH3:11])=[N:9][C:8]2[N:4]([N:5]=[C:6]3[CH2:14][N:13]([C:15]([C:17]4[CH:22]=[CH:21][CH:20]=[CH:19][C:18]=4[O:23][CH:24]4[CH2:28][CH2:27][NH:26][CH2:25]4)=[O:16])[CH2:12][C:7]3=2)[C:3]=1[CH3:29].C=O.[BH4-].[Na+].[C:34](O)(C(F)(F)F)=O>C1COCC1.CC(=O)OCC>[Cl:1][C:2]1[C:10]([CH3:11])=[N:9][C:8]2[N:4]([N:5]=[C:6]3[CH2:14][N:13]([C:15]([C:17]4[CH:22]=[CH:21][CH:20]=[CH:19][C:18]=4[O:23][CH:24]4[CH2:28][CH2:27][N:26]([CH3:34])[CH2:25]4)=[O:16])[CH2:12][C:7]3=2)[C:3]=1[CH3:29] |f:2.3|. Procedure details: A mixture of Example 68 (150 mg; 0.36 mmol; 1 eq.), formaldehyde (0.27 mL; 3.64 mmol; 10 eq.) and NaBH4 (69 mg; 1.82 mmol; 5 eq.) in THF (12 mL) was cooled to 0° C. and TFA (1 mL) was added. The reaction mixture was stirred at room temperature for 18 hours then diluted with EA. The organic phase was washed with 0.1M NaOH (2×), dried over magnesium sulfate and concentrated in vacuo. Purification by column chromatography (DCM/MeOH/TEA) afforded the title compound (75 mg, 48%) as white foam. 1H NMR... Starting materials: O.NN (hydrazine hydrate), C1(=CC=C(C=C1)S(=O)(=O)O)C (paratoluenesulphonic acid), OC1=CC=2CC[C@H]3[C@@H]4CCC([C@@]4(C)C[C@@H]([C@@H]3C2C=C1)C1=CC=C(C=C1)OCCCCCS(=O)(=O)CCCC(C(F)(F)F)(F)F)=O (3-hydroxy 11beta-[4-[5-[(4,4,5,5,5-penta-fluoropentyl)sulphonyl]pentyloxy]phenyl]estra-1,3,5(10)-triene-17-one), aqueous solution, C([O-])(O)=O.[Na+] (sodium bicarbonate). Run in CO (methanol). Reaction conditions: time 16 hour. Product: OC1=CC=2CC[C@H]3[C@@H]4CCC([C@@]4(C)C[C@@H]([C@@H]3C2C=C1)C1=CC=C(C=C1)OCCCCCS(=O)(=O)CCCC(C(F)(F)F)(F)F)=NN (3-hydroxy 11beta-[4-[5-[(4,4,5,5,5-pentafluoropentyl)sulphonyl]pentyloxy]phenyl]estra-1,3,5(10)-triene-17-one hydrazone). As a reaction SMILES: O.[NH2:2][NH2:3].C1(C)C=CC(S(O)(=O)=O)=CC=1.[OH:15][C:16]1[CH:33]=[CH:32][C:31]2[C@@H:30]3[C@H:21]([C@H:22]4[C@@:26]([CH2:28][C@@H:29]3[C:34]3[CH:39]=[CH:38][C:37]([O:40][CH2:41][CH2:42][CH2:43][CH2:44][CH2:45][S:46]([CH2:49][CH2:50][CH2:51][C:52]([F:58])([F:57])[C:53]([F:56])([F:55])[F:54])(=[O:48])=[O:47])=[CH:36][CH:35]=3)([CH3:27])[C:25](=O)[CH2:24][CH2:23]4)[CH2:20][CH2:19][C:18]=2[CH:17]=1.C(=O)(O)[O-].[Na+]>CO>[OH:15][C:16]1[CH:33]=[CH:32][C:31]2[C@@H:30]3[C@H:21]([C@H:22]4[C@@:26]([CH2:28][C@@H:29]3[C:34]3[CH:39]=[CH:38][C:37]([O:40][CH2:41][CH2:42][CH2:43][CH2:44][CH2:45][S:46]([CH2:49][CH2:50][CH2:51][C:52]([F:58])([F:57])[C:53]([F:56])([F:55])[F:54])(=[O:48])=[O:47])=[CH:36][CH:35]=3)([CH3:27])[C:25](=[N:2][NH2:3])[CH2:24][CH2:23]4)[CH2:20][CH2:19][C:18]=2[CH:17]=1 |f:0.1,4.5|. Procedure: 100 μl of hydrazine hydrate and 3 mg of paratoluenesulphonic acid are added to 300 mg of the product obtained in Example 73 in 3 cm3 of methanol. Agitation is carried out for 16 hours at ambient temperature, 50 cm3 of an aqueous solution of sodium bicarbonate is added, extraction is carried out with methylene chloride, the solvent is evaporated off, the residue is chromatographed on silica (eluant: ethyl acetate) and 190 mg of expected product is obtained. Starting materials: O=[Ag-], CCC=CCCC=CC=CC=O, [Na+], [OH-], O. Product: CCC=CCCC=CC=CC(=O)O. Reaction SMILES: [Ag-:16]=[O:17].[CH:1]([CH:2]=[CH:3][CH:4]=[CH:5][CH2:6][CH2:7][CH:8]=[CH:9][CH2:10][CH3:11])=[O:12].[Na+:14].[OH-:13].[OH2:15]>>[C:1]([CH:2]=[CH:3][CH:4]=[CH:5][CH2:6][CH2:7][CH:8]=[CH:9][CH2:10][CH3:11])(=[O:12])[OH:13]. The reactants are C1CCOC1, COc1ccc(C(Nc2ncnc3c2ncn3C2CC(O)C(COC(c3ccccc3)(c3ccccc3)c3ccc(OC)cc3)O2)(c2ccccc2)c2ccccc2)cc1, CO, O=C(O)c1ccccc1, c1ccc(P(c2ccccc2)c2ccccc2)cc1. The product is COc1ccc(C(Nc2ncnc3c2ncn3C2CC(OC(=O)c3ccccc3)C(COC(c3ccccc3)(c3ccccc3)c3ccc(OC)cc3)O2)(c2ccccc2)c2ccccc2)cc1. As a reaction SMILES: [CH2:91]1[O:92][CH2:93][CH2:94][CH2:95]1.[CH3:1][O:2][c:3]1[cH:4][cH:5][c:6]([C:7]([c:8]2[cH:9][cH:10][cH:11][cH:12][cH:13]2)([c:14]2[cH:15][cH:16][cH:17][cH:18][cH:19]2)[NH:20][c:21]2[c:22]3[n:23][cH:24][n:25]([CH:30]4[CH2:31][CH:32]([OH:33])[CH:34]([CH2:36][O:37][C:38]([c:39]5[cH:40][cH:41][c:42]([O:45][CH3:46])[cH:43][cH:44]5)([c:47]5[cH:48][cH:49][cH:50][cH:51][cH:52]5)[c:53]5[cH:54][cH:55][cH:56][cH:57][cH:58]5)[O:35]4)[c:26]3[n:27][cH:28][n:29]2)[cH:59][cH:60]1.[CH3:89][OH:90].[OH:80][C:81](=[O:82])[c:83]1[cH:84][cH:85][cH:86][cH:87][cH:88]1.[c:61]1([P:62]([c:63]2[cH:64][cH:65][cH:66][cH:67][cH:68]2)[c:69]2[cH:70][cH:71][cH:72][cH:73][cH:74]2)[cH:75][cH:76][cH:77][cH:78][cH:79]1>>[CH3:1][O:2][c:3]1[cH:4][cH:5][c:6]([C:7]([c:8]2[cH:9][cH:10][cH:11][cH:12][cH:13]2)([c:14]2[cH:15][cH:16][cH:17][cH:18][cH:19]2)[NH:20][c:21]2[c:22]3[n:23][cH:24][n:25]([CH:30]4[CH2:31][CH:32]([O:33][C:81](=[O:80])[c:83]5[cH:84][cH:85][cH:86][cH:87][cH:88]5)[CH:34]([CH2:36][O:37][C:38]([c:39]5[cH:40][cH:41][c:42]([O:45][CH3:46])[cH:43][cH:44]5)([c:47]5[cH:48][cH:49][cH:50][cH:51][cH:52]5)[c:53]5[cH:54][cH:55][cH:56][cH:57][cH:58]5)[O:35]4)[c:26]3[n:27][cH:28][n:29]2)[cH:59][cH:60]1. Starting materials: CC(C)(C)OC(=O)N1CCN(c2nccnc2Cl)CC1, CS(C)=O, Cl, [Na+], [OH-], O. Yields the product CC(C)(C)OC(=O)N1CCN(c2nccnc2O)CC1. RXN SMILES: [C:1]([CH3:2])([CH3:3])([CH3:4])[O:5][C:6](=[O:7])[N:8]1[CH2:9][CH2:10][N:11]([c:14]2[n:15][cH:16][cH:17][n:18][c:19]2[Cl:20])[CH2:12][CH2:13]1.[CH3:24][S:25]([CH3:26])=[O:27].[ClH:23].[Na+:22].[OH-:21].[OH2:28]>>[C:1]([CH3:2])([CH3:3])([CH3:4])[O:5][C:6](=[O:7])[N:8]1[CH2:9][CH2:10][N:11]([c:14]2[n:15][cH:16][cH:17][n:18][c:19]2[OH:21])[CH2:12][CH2:13]1.